From a dataset of the Open Reaction Database (ORD), a public repository of structured organic reaction records. describe an organic reaction: reactants, conditions, products, and yield The reactants are [BH4-], CCO, CC(C)c1ccc(C(C)C)c(C=O)c1, [Na+]. The product is CC(C)c1ccc(C(C)C)c(CO)c1. Reaction SMILES: [BH4-:15].[CH3:17][CH2:18][OH:19].[CH:1]([CH3:2])([CH3:3])[c:4]1[c:5]([CH:6]=[O:7])[cH:8][c:9]([CH:12]([CH3:13])[CH3:14])[cH:10][cH:11]1.[Na+:16]>>[CH:1]([CH3:2])([CH3:3])[c:4]1[c:5]([CH2:6][OH:7])[cH:8][c:9]([CH:12]([CH3:13])[CH3:14])[cH:10][cH:11]1. RXN SMILES: [CH2:1]([O:8][S:9]([O-:12])(=[O:11])=[S:10])[C:2]1[CH:7]=[CH:6][CH:5]=[CH:4][CH:3]=1.[Na+].Cl[Ni:15]Cl>CO>[CH2:1]([O:8][S:9]([O-:12])(=[O:11])=[S:10])[C:2]1[CH:3]=[CH:4][CH:5]=[CH:6][CH:7]=1.[Ni+2:15].[CH2:1]([O:8][S:9]([O-:12])(=[O:11])=[S:10])[C:2]1[CH:3]=[CH:4][CH:5]=[CH:6][CH:7]=1 |f:0.1,4.5.6|. Run at time 24 hour. Starting materials: C(C1=CC=CC=C1)OS(=S)(=O)[O-].[Na+] (Sodium benzylthiosulphate), Cl[Ni]Cl (NiCl2). The product is C(C1=CC=CC=C1)OS(=S)(=O)[O-].[Ni+2].C(C1=CC=CC=C1)OS(=S)(=O)[O-] (Nickel benzylthiosulphate). The solvent is CO (methanol). Procedure details: Sodium benzylthiosulphate (57.5 g) and anhydrous NiCl2 (14.2 g) were mixed in absolute methanol (150 ml) at room temperature, and the mixture was stirred for 24 hours. It was then filtered, and methanol was evaporated from the filtrate. The residue was treated with water (50 ml) to displace the residual methanol, and the resulting solution was evaporated to dryness under vacuum, at a temperature not exceeding 50° C. The reactants are CCO, CCOC(=O)c1cnc2c(cnn2CC)c1NC1CCCC1, [Na+], [OH-], O. Yields the product CCn1ncc2c(NC3CCCC3)c(C(=O)O)cnc21. As a reaction SMILES: [CH2:26]([OH:27])[CH3:28].[CH:1]1([NH:6][c:7]2[c:8]3[c:9]([n:10][cH:11][c:12]2[C:13](=[O:14])[O:15][CH2:16][CH3:17])[n:18]([CH2:21][CH3:22])[n:19][cH:20]3)[CH2:2][CH2:3][CH2:4][CH2:5]1.[Na+:24].[OH-:23].[OH2:25]>>[CH:1]1([NH:6][c:7]2[c:8]3[c:9]([n:10][cH:11][c:12]2[C:13](=[O:14])[OH:15])[n:18]([CH2:21][CH3:22])[n:19][cH:20]3)[CH2:2][CH2:3][CH2:4][CH2:5]1. Starting materials: C(C1=CC=CC=C1)OC=1C(=NC(=CC1)C1=CC=CC=C1)C(=O)OC (methyl 3-benzyloxy-6-phenylpicolinate). The reagents and catalysts are [C].[Pd].CO (palladium carbon methanol). Yields the product OC=1C(=NC(=CC1)C1=CC=CC=C1)C(=O)OC (methyl 3-hydroxy-6-phenylpicolinate). Reaction SMILES: C([O:8][C:9]1[C:10]([C:21]([O:23][CH3:24])=[O:22])=[N:11][C:12]([C:15]2[CH:20]=[CH:19][CH:18]=[CH:17][CH:16]=2)=[CH:13][CH:14]=1)C1C=CC=CC=1>[C].[Pd].CO>[OH:8][C:9]1[C:10]([C:21]([O:23][CH3:24])=[O:22])=[N:11][C:12]([C:15]2[CH:20]=[CH:19][CH:18]=[CH:17][CH:16]=2)=[CH:13][CH:14]=1 |f:1.2.3|. Procedure details: 1.9 g of methyl 3-benzyloxy-6-phenylpicolinate was reduced with 10% palladium carbon/methanol, and the resultant product was purified by column chromatography to obtain an aimed compound. Reactants: N#Cc1ccc([N+](=O)[O-])cc1C#N, CN(C)C=O, Oc1cccnc1. Product: N#Cc1ccc(Oc2cccnc2)cc1C#N. Reaction SMILES: [N+:1]([O-:2])(=[O:3])[c:4]1[cH:5][c:6]([C:12]#[N:13])[c:7]([C:8]#[N:9])[cH:10][cH:11]1.[O:21]=[CH:22][N:23]([CH3:24])[CH3:25].[n:14]1[cH:15][c:16]([OH:20])[cH:17][cH:18][cH:19]1>>[c:4]1([O:20][c:16]2[cH:15][n:14][cH:19][cH:18][cH:17]2)[cH:5][c:6]([C:12]#[N:13])[c:7]([C:8]#[N:9])[cH:10][cH:11]1. The reactants are FC1=C(C=CC(=C1)OC(C)C)[N+](=O)[O-] (2-fluoro-4-[(1-methylethyl)oxy]-1-nitrobenzene), NC1CCN(CC1)C(=O)OC(C)(C)C (1,1-dimethylethyl 4-amino-1-piperidinecarboxylate), C(C)(C)N(CC)C(C)C (diisopropylethylamine). Run in CN(C=O)C (dimethylformamide). Conditions: temperature 80 celsius, time 17 hour. The product is CC(C)OC=1C=CC(=C(C1)NC1CCN(CC1)C(=O)OC(C)(C)C)[N+](=O)[O-] (1,1-Dimethylethyl 4-({5-[(1-methylethyl)oxy]-2-nitrophenyl}amino)-1-piperidinecarboxylate). Isolated yield 97.5%. Reaction SMILES: F[C:2]1[CH:7]=[C:6]([O:8][CH:9]([CH3:11])[CH3:10])[CH:5]=[CH:4][C:3]=1[N+:12]([O-:14])=[O:13].[NH2:15][CH:16]1[CH2:21][CH2:20][N:19]([C:22]([O:24][C:25]([CH3:28])([CH3:27])[CH3:26])=[O:23])[CH2:18][CH2:17]1.C(N(C(C)C)CC)(C)C>CN(C)C=O>[CH3:10][CH:9]([O:8][C:6]1[CH:5]=[CH:4][C:3]([N+:12]([O-:14])=[O:13])=[C:2]([NH:15][CH:16]2[CH2:17][CH2:18][N:19]([C:22]([O:24][C:25]([CH3:28])([CH3:27])[CH3:26])=[O:23])[CH2:20][CH2:21]2)[CH:7]=1)[CH3:11]. Procedure: A solution of 2-fluoro-4-[(1-methylethyl)oxy]-1-nitrobenzene (D46, 276 mg, 1.39 mmol) in dimethylformamide (10 ml) was treated with 1,1-dimethylethyl 4-amino-1-piperidinecarboxylate (278 mg, 1.39 mmol) and diisopropylethylamine (0.241 ml, 1.39 mmol) and stirred at approx. 80° C. for 17 hrs. The mixture was concentrated under vacuum and the residue treated with water and extracted with a mixture of ethyl acetate/diethyl ether (×2). The combined extract was dried and concentrated under vacuum to a... The reactants are Nc1cccc(-c2c(Cc3ccccc3)cnc3c(C(F)(F)F)cccc23)c1, O=Cc1cccc(Oc2cccc(C(F)(F)F)c2)c1. Product: FC(F)(F)c1cccc(Oc2cccc(CNc3cccc(-c4c(Cc5ccccc5)cnc5c(C(F)(F)F)cccc45)c3)c2)c1. RXN SMILES: [CH2:1]([c:2]1[cH:3][cH:4][cH:5][cH:6][cH:7]1)[c:8]1[cH:9][n:10][c:11]2[c:12]([C:25]([F:26])([F:27])[F:28])[cH:13][cH:14][cH:15][c:16]2[c:17]1-[c:18]1[cH:19][c:20]([NH2:24])[cH:21][cH:22][cH:23]1.[F:29][C:30]([c:31]1[cH:32][c:33]([O:34][c:35]2[cH:36][c:37]([CH:38]=[O:39])[cH:40][cH:41][cH:42]2)[cH:43][cH:44][cH:45]1)([F:46])[F:47]>>[CH2:1]([c:2]1[cH:3][cH:4][cH:5][cH:6][cH:7]1)[c:8]1[cH:9][n:10][c:11]2[c:12]([C:25]([F:26])([F:27])[F:28])[cH:13][cH:14][cH:15][c:16]2[c:17]1-[c:18]1[cH:19][c:20]([NH:24][CH2:38][c:37]2[cH:36][c:35]([O:34][c:33]3[cH:32][c:31]([C:30]([F:29])([F:46])[F:47])[cH:45][cH:44][cH:43]3)[cH:42][cH:41][cH:40]2)[cH:21][cH:22][cH:23]1. Starting materials: C(C1=CC=CC=C1)=O (benzaldehyde), N1=CC=NC=2CCCCC12 (5,6,7,8-tetrahydroquinoxaline). Yields the product C(C1=CC=CC=C1)(=O)C1=NC=2CCCCC2N=C1 (2-benzoyl-5,6,7,8-tetrahydroquinoxaline). Yield: 6.0%. As a reaction SMILES: [CH:1](=[O:8])[C:2]1[CH:7]=[CH:6][CH:5]=[CH:4][CH:3]=1.[N:9]1[C:18]2[CH2:17][CH2:16][CH2:15][CH2:14][C:13]=2[N:12]=[CH:11][CH:10]=1>>[C:1]([C:10]1[CH:11]=[N:12][C:13]2[CH2:14][CH2:15][CH2:16][CH2:17][C:18]=2[N:9]=1)(=[O:8])[C:2]1[CH:7]=[CH:6][CH:5]=[CH:4][CH:3]=1. Procedure details: The reaction of benzaldehyde and 5,6,7,8-tetrahydroquinoxaline is carried out on the same molar scale and in the same manner as described in Example V. The crude reaction product is submitted to bulb-to-bulb distillation [oven temp. ~60° C. (0.1 mm Hg)] to remove volatiles. Column chromatography (30 g silica gel developed in 3% acetone/hexane), followed by high performance liquid chromatography (Magnum®9, Partisil®10, developed in 4% acetone/2,2,4 trimethylpentane) provides 6% yield of 2-benzoyl... Starting materials: C(CCC)N1C2COCC1CC(C2)=O (9-(n-butyl)-3-oxa-9-azabicyclo-[3.3.1]-nonan-7-one), N1=CC=CC=C1 (pyridine), Cl.NO (hydroxylamine hydrochloride), C([O-])([O-])=O.[K+].[K+] (potassium carbonate). The solvent is C(C)O (ethanol), O (water). Conditions: time 30 minute. Product: C(CCC)N1C2COCC1CC(C2)=NO (9-(n-butyl)-3-oxa-9-azabicyclo[3.3.1]nonan-7-one oxime). As a reaction SMILES: [CH2:1]([N:5]1[CH:10]2[CH2:11][C:12](=O)[CH2:13][CH:6]1[CH2:7][O:8][CH2:9]2)[CH2:2][CH2:3][CH3:4].N1C=CC=CC=1.Cl.[NH2:22][OH:23].C(=O)([O-])[O-].[K+].[K+]>C(O)C.O>[CH2:1]([N:5]1[CH:10]2[CH2:11][C:12](=[N:22][OH:23])[CH2:13][CH:6]1[CH2:7][O:8][CH2:9]2)[CH2:2][CH2:3][CH3:4] |f:2.3,4.5.6|. Procedure: To a solution of 9-(n-butyl)-3-oxa-9-azabicyclo-[3.3.1]-nonan-7-one (28 g) in ethanol (150 ml) were added in turn pyridine (18.0 ml) and hydroxylamine hydrochloride (11.9 g) and the mixture was heated under reflux for 40 minutes. To the reaction solution were added water (29 ml) and potassium carbonate (57.9 g), the mixture was stirred for 30 minutes and dried over potassium carbonate. The solvent was distilled off under reduced pressure to give the crude 9-(n-butyl)-3-oxa-9-azabicyclo[3.3.1]non... The reactants are CC1CNCCN1, CNn1cc(C(=O)O)c(=O)c2cc3cc(F)c(Cl)cc3nc21, [K+], [OH-], O, c1ccncc1. Yields the product CNn1cc(C(=O)O)c(=O)c2cc3cc(F)c(N4CCNC(C)C4)cc3nc21. As a reaction SMILES: [CH3:23][CH:24]1[NH:25][CH2:26][CH2:27][NH:28][CH2:29]1.[Cl:1][c:2]1[c:3]([F:22])[cH:4][c:5]2[c:6]([n:7][c:8]3[n:9]([NH:19][CH3:20])[cH:10][c:11]([C:16](=[O:17])[OH:18])[c:12](=[O:15])[c:13]3[cH:14]2)[cH:21]1.[K+:38].[OH-:37].[OH2:36].[cH:30]1[cH:31][cH:32][n:33][cH:34][cH:35]1>>[c:2]1([N:28]2[CH2:27][CH2:26][NH:25][CH:24]([CH3:23])[CH2:29]2)[c:3]([F:22])[cH:4][c:5]2[c:6]([n:7][c:8]3[n:9]([NH:19][CH3:20])[cH:10][c:11]([C:16](=[O:17])[OH:18])[c:12](=[O:15])[c:13]3[cH:14]2)[cH:21]1.